Task: describe an organic reaction: reactants, conditions, products, and yield. Dataset: the Open Reaction Database (ORD), a public repository of structured organic reaction records The reactants are ClCCl.CCCCCC (dichloromethane hexane), C1(CCCCC1)N=C=NC1CCCCC1 (dicyclohexylcarbodiimide), CC1(C=2C=CC(=CC2C(CC1)(C)C)C(C)O)C ((+)-1-(5,6,7,8-tetrahydro -5,5,8,8-tetramethyl-2-naphthyl) ethyl alcohol), C(C1=CC=C(C(=O)[O-])C=C1)(=O)OCC=C (allyl monoterephthalate). The reagents and catalysts are CN(C1=CC=NC=C1)C (4-dimethylaminopyridine). Run in ClCCl (dichloromethane), C1CCOC1 (THF). Conditions: time 3 hour. The product is CC1(C=2C=CC(=CC2C(CC1)(C)C)C(C)OC(=O)C1=CC=C(C(=O)OCC=C)C=C1)C (Allyl (-)-4-{[1-(5,6,7,8-tetrahydro -5,5,8,8-tetramethyl-2-naphthyl) ethyloxy]carbonyl}benzoate). RXN SMILES: C1(N=C=NC2CCCCC2)CCCCC1.[CH3:16][C:17]1([CH3:32])[CH2:26][CH2:25][C:24]([CH3:28])([CH3:27])[C:23]2[CH:22]=[C:21]([CH:29]([OH:31])[CH3:30])[CH:20]=[CH:19][C:18]1=2.[C:33]([O:44][CH2:45][CH:46]=[CH2:47])(=[O:43])[C:34]1[CH:42]=[CH:41][C:37]([C:38]([O-])=[O:39])=[CH:36][CH:35]=1.ClCCl.CCCCCC>CN(C)C1C=CN=CC=1.C1COCC1.ClCCl>[CH3:32][C:17]1([CH3:16])[CH2:26][CH2:25][C:24]([CH3:27])([CH3:28])[C:23]2[CH:22]=[C:21]([CH:29]([O:31][C:38]([C:37]3[CH:41]=[CH:42][C:34]([C:33]([O:44][CH2:45][CH:46]=[CH2:47])=[O:43])=[CH:35][CH:36]=3)=[O:39])[CH3:30])[CH:20]=[CH:19][C:18]1=2 |f:3.4|. Procedure: 1.54 g (7.44 mmol) of dicyclohexylcarbodiimide and 0.91 g of 4-dimethylaminopyridine are added to a solution of 1.73 g (7.44 mmol) of (+)-1-(5,6,7,8-tetrahydro -5,5,8,8-tetramethyl-2-naphthyl) ethyl alcohol and 1.54 g (7.44 mmol) of allyl monoterephthalate in 50 ml of THF. The reaction medium is left stirring at room temperature for 3 h. After treatment and chromatography on silica in dichloromethane, 2.42 g (77%) of the expected derivative are isolated in the form of a colorless oil (Rf=0.46; d... The reactants are CC1=NN2C(NC3=C(C2=O)C=CC=N3)=C1 (2-methylpyrazolo[ 1,5-a]pyrido[2,3-d]pyrimidin-9(4H)-one), [OH-].[K+] (potassium hydroxide), CO (methanol). Run at time 1 hour. The product is CC1=NN2C(N(C3=C(C2=O)C=CC=N3)C)=C1 (2,4-Dimethylpyrazolo[1,5-a]pyrido[2,3-d]pyrimidin-9(4H)-one). Reaction SMILES: [CH3:1][C:2]1[CH:15]=[C:5]2[NH:6][C:7]3[N:14]=[CH:13][CH:12]=[CH:11][C:8]=3[C:9](=[O:10])[N:4]2[N:3]=1.[OH-].[K+].[CH3:18]O>>[CH3:1][C:2]1[CH:15]=[C:5]2[N:6]([CH3:18])[C:7]3[N:14]=[CH:13][CH:12]=[CH:11][C:8]=3[C:9](=[O:10])[N:4]2[N:3]=1 |f:1.2|. Procedure: 3.8 g. of 2-methylpyrazolo[ 1,5-a]pyrido[2,3-d]pyrimidin-9(4H)-one are added to a solution of 1 g. of potassium hydroxide in 50 ml. of methanol and the mixture is stirred at room temperature for 2 hours. The potassium salt of 2-methylpyrazolo[1,5-a]pyrido[2,3-d]pyrimidin-9(4H)-one is filtered off and suspended in 25 ml. of diethyleneglycol dimethyl ether. 5 g. of methyl iodide are added and the mixture is stirred for 1 hour and then filtered off, and the precipitated 2,4-dimethylpyrazolo[1,5-a]p... Reactants: O=C([O-])[O-], CCI, [K+], [K+], c1ccc2c(c1)NCCO2, CN(C)C=O. Product: CCN1CCOc2ccccc21. RXN SMILES: [C:11](=[O:12])([O-:13])[O-:14].[I:17][CH2:18][CH3:19].[K+:15].[K+:16].[O:1]1[CH2:2][CH2:3][NH:4][c:5]2[c:6]1[cH:7][cH:8][cH:9][cH:10]2.[O:20]=[CH:21][N:22]([CH3:23])[CH3:24]>>[O:1]1[CH2:2][CH2:3][N:4]([CH2:18][CH3:19])[c:5]2[c:6]1[cH:7][cH:8][cH:9][cH:10]2. The reactants are CCO, O=CO, NC=O, CCCN(CCC)CCCCNCc1ccc(CN(Cc2ncc[nH]2)Cc2nccn2C)cc1. The product is CCCN(CCC)CCCCN(C=O)Cc1ccc(CN(Cc2ncc[nH]2)Cc2nccn2C)cc1. As a reaction SMILES: [CH3:41][CH2:42][OH:43].[CH:35](=[O:36])[OH:37].[CH:38]([NH2:39])=[O:40].[nH:1]1[c:2]([CH2:6][N:7]([CH2:8][c:9]2[n:10]([CH3:14])[cH:11][cH:12][n:13]2)[CH2:15][c:16]2[cH:17][cH:18][c:19]([CH2:20][NH:21][CH2:22][CH2:23][CH2:24][CH2:25][N:26]([CH2:27][CH2:28][CH3:29])[CH2:30][CH2:31][CH3:32])[cH:33][cH:34]2)[n:3][cH:4][cH:5]1>>[n:1]1[c:2]([CH2:6][N:7]([CH2:8][c:9]2[n:10]([CH3:14])[cH:11][cH:12][n:13]2)[CH2:15][c:16]2[cH:17][cH:18][c:19]([CH2:20][N:21]([CH2:22][CH2:23][CH2:24][CH2:25][N:26]([CH2:27][CH2:28][CH3:29])[CH2:30][CH2:31][CH3:32])[CH:35]=[O:36])[cH:33][cH:34]2)[nH:3][cH:4][cH:5]1.